From a dataset of the Open Reaction Database (ORD), a public repository of structured organic reaction records. describe an organic reaction: reactants, conditions, products, and yield The reactants are ClC1=NN=C(C2=CC=CC=C12)CC1=CC=NC=C1 (1-chloro-4-(4-pyridylmethyl)phthalazine), C1(CCCC1)N (cyclopentylamine), C(O)([O-])=O.[Na+] (sodium hydrogencarbonate). Solvent: ClCCl (dichloromethane). Run at temperature 115 celsius, time 6 hour. The product is C1(CCCC1)NC1=NN=C(C2=CC=CC=C12)CC1=CC=NC=C1 (1-Cyclopentylamino-4-(4-pyridylmethyl)phthalazine). Reaction SMILES: Cl[C:2]1[C:11]2[C:6](=[CH:7][CH:8]=[CH:9][CH:10]=2)[C:5]([CH2:12][C:13]2[CH:18]=[CH:17][N:16]=[CH:15][CH:14]=2)=[N:4][N:3]=1.[CH:19]1([NH2:24])[CH2:23][CH2:22][CH2:21][CH2:20]1.C(=O)([O-])O.[Na+]>ClCCl>[CH:19]1([NH:24][C:2]2[C:11]3[C:6](=[CH:7][CH:8]=[CH:9][CH:10]=3)[C:5]([CH2:12][C:13]3[CH:18]=[CH:17][N:16]=[CH:15][CH:14]=3)=[N:4][N:3]=2)[CH2:23][CH2:22][CH2:21][CH2:20]1 |f:2.3|. Reported procedure: A mixture of 0.3 g (1.173 mmol) 1-chloro-4-(4-pyridylmethyl)phthalazine and 0.4 g (4.692 mmol) cyclopentylamine is stirred for 6 h at 115° C. The cooled reaction mixture is then distributed between dichloromethane and saturated aqueous sodium hydrogencarbonate solution. The organic solution washed with brine and dried over anhydrous sodium sulfate is evaporated and the residue purified on silica gel by flash chromatography using acetate/methanol (9:1). Title compound is obtained after crystalliz... Reactants: C(CCC)[Li] (n-butyl lithium), C1CCOC1 (THF), N1CCOCC1 (morpholine), ClCC1=CC=C(C(=O)NC2=C(C=CC=C2)OC)C=C1 (4-chloromethyl-N-(2-methoxyphenyl)benzamide). Run in CCOCC (ether), O (water). Run at time 5 minute. Yields the product COC1=C(C=CC=C1)NC(C1=CC=C(C=C1)CN1CCOCC1)=O (N-(2-Methoxyphenyl)-4-morpholinomethylbenzamide). The yield is 39.2%. Reaction SMILES: [NH:1]1[CH2:6][CH2:5][O:4][CH2:3][CH2:2]1.C([Li])CCC.Cl[CH2:13][C:14]1[CH:30]=[CH:29][C:17]([C:18]([NH:20][C:21]2[CH:26]=[CH:25][CH:24]=[CH:23][C:22]=2[O:27][CH3:28])=[O:19])=[CH:16][CH:15]=1.C1COCC1>CCOCC.O>[CH3:28][O:27][C:22]1[CH:23]=[CH:24][CH:25]=[CH:26][C:21]=1[NH:20][C:18](=[O:19])[C:17]1[CH:16]=[CH:15][C:14]([CH2:13][N:1]2[CH2:6][CH2:5][O:4][CH2:3][CH2:2]2)=[CH:30][CH:29]=1. Procedure: In an atmosphere of argon, morpholine (192 mg, 2.2 mmol) was dissolved in ether (5 ml) to which, with cooling in an ice bath, was subsequently added n-butyl lithium (1.45 ml, 1.52M, 2.2 mmol). After 5 minutes of stirring at room temperature, to this was added 4-chloromethyl-N-(2-methoxyphenyl)benzamide (276 mg, 1.0 mmol) at the same temperature. After adding THF (5 ml) and stirring for 2.5 hours at 60° C., the reaction solution was mixed with water (20 ml) and extracted with ethyl acetate. After... The reactants are C=O, C1COCCN1, C=CCNC(=S)C(OC)c1ccccn1. Yields the product C=CCNC(=S)C(CN1CCOCC1)(OC)c1ccccn1. Reaction SMILES: [CH2:16]=[O:17].[CH2:18]1[CH2:19][O:20][CH2:21][CH2:22][NH:23]1.[CH2:1]([CH:2]=[CH2:3])[NH:4][C:5]([CH:6]([c:7]1[n:8][cH:9][cH:10][cH:11][cH:12]1)[O:13][CH3:14])=[S:15]>>[CH2:1]([CH:2]=[CH2:3])[NH:4][C:5]([C:6]([c:7]1[n:8][cH:9][cH:10][cH:11][cH:12]1)([O:13][CH3:14])[CH2:16][N:23]1[CH2:18][CH2:19][O:20][CH2:21][CH2:22]1)=[S:15]. Reactants: [N+](=O)([O-])C1=C(C(=CC=C1)C)C (nitroxylene), BrN1C(CCC1=O)=O (N-bromo succinimide), C(C1=CC=CC=C1)(=O)OOC(C1=CC=CC=C1)=O (benzoylperoxide). The solvent is C(Cl)(Cl)(Cl)Cl (carbontetrachloride). The product is CC=1C=C(C=O)C=C(C1)[N+](=O)[O-] (3-Methyl-5-nitrobenzaldehyde). The yield is 50.0%. Reaction SMILES: [N+:1]([C:4]1[CH:9]=[CH:8][CH:7]=[C:6]([CH3:10])[C:5]=1C)([O-:3])=[O:2].BrN1[C:17](=[O:18])CCC1=O.C(OOC(=O)C1C=CC=CC=1)(=O)C1C=CC=CC=1>C(Cl)(Cl)(Cl)Cl>[CH3:10][C:6]1[CH:7]=[C:8]([CH:9]=[C:4]([N+:1]([O-:3])=[O:2])[CH:5]=1)[CH:17]=[O:18]. Procedure: A mixture of nitroxylene (150 g), N-bromo succinimide (160 g) and benzoylperoxide (4.8 g) in carbontetrachloride (1200 ml) was heated to reflux for 4 hours with a mechanical stirrer. The precipitated succinimide was filtered and the filtrate evaporated. The oily residue was dissolved in chloroform (800 ml) and bistetrabutyl ammonium chromate (420 g) was added. The solution was refluxed for 3 hours, cooled to room temperature and diluted with benzene (500 ml) and filtered. The salts were washed w... Reactants: CCO, CSc1ncc(F)c(SC)n1, NN, O. The product is CSc1ncc(F)c(NN)n1. RXN SMILES: [CH3:15][CH2:16][OH:17].[CH3:1][S:2][c:3]1[n:4][cH:5][c:6]([F:11])[c:7]([S:9][CH3:10])[n:8]1.[NH2:13][NH2:14].[OH2:12]>>[CH3:1][S:2][c:3]1[n:4][cH:5][c:6]([F:11])[c:7]([NH:13][NH2:14])[n:8]1. Starting materials: C[Si]([N-][Si](C)(C)C)(C)C.[Li+] (lithium hexamethyldisilazide), C[Si](C)(C)CC(=O)OCC (ethyl (trimethylsilyl)acetate), FC1=CC=C(C=C1)C(=O)C1=CC=C(C=C1)O ((4-fluoro-phenyl)-(4-hydroxy-phenyl)-methanone). The solvent is C1CCOC1 (THF), C1CCOC1 (THF). Reaction conditions: time 20 minute. Product: FC1=CC=C(C=C1)C(=CC(=O)OCC)C1=CC=C(C=C1)O (Ethyl 3-(4-fluoro-phenyl)-3-(4-hydroxy-phenyl)-acrylate). As a reaction SMILES: C[Si](C)(C)[N-][Si](C)(C)C.[Li+].C[Si]([CH2:15][C:16]([O:18][CH2:19][CH3:20])=[O:17])(C)C.[F:21][C:22]1[CH:27]=[CH:26][C:25]([C:28]([C:30]2[CH:35]=[CH:34][C:33]([OH:36])=[CH:32][CH:31]=2)=O)=[CH:24][CH:23]=1>C1COCC1>[F:21][C:22]1[CH:23]=[CH:24][C:25]([C:28]([C:30]2[CH:35]=[CH:34][C:33]([OH:36])=[CH:32][CH:31]=2)=[CH:15][C:16]([O:18][CH2:19][CH3:20])=[O:17])=[CH:26][CH:27]=1 |f:0.1|. Procedure: A solution of lithium hexamethyldisilazide (23.1 mL, 1 M in THF) was added to a stirred solution of ethyl (trimethylsilyl)acetate (2.53 mL, 13.9 mmol) in THF (15 mL) in 10 minutes at −78° C. The reaction mixture was further stirred at this temperature for 20 minutes. A solution of (4-fluoro-phenyl)-(4-hydroxy-phenyl)-methanone (2 g, 9.2 mmol) in THF (30 mL) was slowly added to the reaction mixture. The reaction mixture was brought to 0° C. over 5 hours. The reaction mixture was quenched with sat... Reactants: NC(=O)c1cc(Br)cc2c(C3CCCS(=O)(=O)C3)c[nH]c12, O=C([O-])[O-], [K+], [K+], C1COCCO1, OB(O)c1ccco1. Product: NC(=O)c1cc(-c2ccco2)cc2c(C3CCCS(=O)(=O)C3)c[nH]c12. Reaction SMILES: [Br:1][c:2]1[cH:3][c:4]2[c:5]([CH:14]3[CH2:15][S:16](=[O:20])(=[O:21])[CH2:17][CH2:18][CH2:19]3)[cH:6][nH:7][c:8]2[c:9]([C:11](=[O:12])[NH2:13])[cH:10]1.[C:30](=[O:31])([O-:32])[O-:33].[K+:34].[K+:35].[O:36]1[CH2:37][CH2:38][O:39][CH2:40][CH2:41]1.[o:22]1[c:23]([B:27]([OH:28])[OH:29])[cH:24][cH:25][cH:26]1>>[c:2]1(-[c:23]2[o:22][cH:26][cH:25][cH:24]2)[cH:3][c:4]2[c:5]([CH:14]3[CH2:15][S:16](=[O:20])(=[O:21])[CH2:17][CH2:18][CH2:19]3)[cH:6][nH:7][c:8]2[c:9]([C:11](=[O:12])[NH2:13])[cH:10]1. Reactants: CC(C)(C)OC(=O)N1CC(OS(C)(=O)=O)CC1C(=O)NC1(C#N)CC1, CS(=O)(=O)O, OCc1ccccc1S. Product: CC(C)(C)OC(=O)N1CC(Sc2ccccc2CO)CC1C(=O)NC1(C#N)CC1. As a reaction SMILES: [C:6]([CH3:7])([CH3:8])([CH3:9])[O:10][C:11](=[O:12])[N:13]1[CH:14]([C:23]([NH:24][C:25]2([C:28]#[N:29])[CH2:26][CH2:27]2)=[O:30])[CH2:15][CH:16]([O:18][S:19]([CH3:20])(=[O:21])=[O:22])[CH2:17]1.[CH3:1][S:2]([OH:3])(=[O:4])=[O:5].[SH:31][c:32]1[c:33]([CH2:34][OH:35])[cH:36][cH:37][cH:38][cH:39]1>>[C:6]([CH3:7])([CH3:8])([CH3:9])[O:10][C:11](=[O:12])[N:13]1[CH:14]([C:23]([NH:24][C:25]2([C:28]#[N:29])[CH2:26][CH2:27]2)=[O:30])[CH2:15][CH:16]([S:31][c:32]2[c:33]([CH2:34][OH:35])[cH:36][cH:37][cH:38][cH:39]2)[CH2:17]1. Reactants: CC(C(=O)N(CC(C)C)CC1=CC2=C(OCCCO2)C(=C1)Cl)CN ((±)-2-Methyl-3-amino-N-(9-chloro-3,4-dihydro-2H-1,5-benzodioxepin-7-ylmethyl)-N-isobutylpropanamide), [N+](=O)([O-])C=1C=C(C=O)C=CC1 (3-nitrobenzaldehyde), C(C)(=O)O (acetic acid), C(C)(=O)O[BH-](OC(C)=O)OC(C)=O.[Na+] (sodium triacetoxyborohydride). Solvent: ClCCl (dichloromethane). Conditions: time 8 hour. Product: CC(C(=O)N(CC(C)C)CC1=CC2=C(OCCCO2)C(=C1)Cl)CNCC1=C(C=CC=C1)[N+](=O)[O-] ((±)-2-Methyl-3-((2-nitro)benzylamino)-N-(9-chloro-3,4-dihydro-2H-1,5-benzodioxepin-7-ylmethyl)-N-isobutylpropanamide). As a reaction SMILES: [CH3:1][CH:2]([CH2:23][NH2:24])[C:3]([N:5]([CH2:10][C:11]1[CH:21]=[C:20]([Cl:22])[C:14]2[O:15][CH2:16][CH2:17][CH2:18][O:19][C:13]=2[CH:12]=1)[CH2:6][CH:7]([CH3:9])[CH3:8])=[O:4].[N+:25]([C:28]1[CH:29]=[C:30]([CH:33]=[CH:34][CH:35]=1)C=O)([O-:27])=[O:26].[C:36](O)(=O)C.C(O[BH-](OC(=O)C)OC(=O)C)(=O)C.[Na+]>ClCCl>[CH3:1][CH:2]([CH2:23][NH:24][CH2:36][C:29]1[CH:30]=[CH:33][CH:34]=[CH:35][C:28]=1[N+:25]([O-:27])=[O:26])[C:3]([N:5]([CH2:10][C:11]1[CH:21]=[C:20]([Cl:22])[C:14]2[O:15][CH2:16][CH2:17][CH2:18][O:19][C:13]=2[CH:12]=1)[CH2:6][CH:7]([CH3:8])[CH3:9])=[O:4] |f:3.4|. Procedure details: A mixture of (±)-2-Methyl-3-amino-N-(9-chloro-3,4-dihydro-2H-1,5-benzodioxepin-7-ylmethyl)-N-isobutylpropanamide (94 mg), 3-nitrobenzaldehyde (40 mg), glacial acetic acid (90 μl), and sodium triacetoxyborohydride (78 mg) in dichloromethane (5 ml) was stirred overnight. The reaction mixture was partitioned between aq. K2CO3 (1N, 10 mL) and ethyl acetate (5 ml). The aqueous was washed with EtOAc (5 mL×2). Organic layers were combined, washed with brine, dried with anhydrous sodium sulfate, and con... The reactants are CC(C)(C)c1ccc(C(=O)O)c(F)c1, C1CCOC1, O=C(Cl)C(=O)Cl, N. The product is CC(C)(C)c1ccc(C(N)=O)c(F)c1. RXN SMILES: [C:7]([CH3:8])([CH3:9])([CH3:10])[c:11]1[cH:12][c:13]([F:20])[c:14]([C:15](=[O:16])[OH:17])[cH:18][cH:19]1.[CH2:22]1[O:23][CH2:24][CH2:25][CH2:26]1.[Cl:1][C:2]([C:3]([Cl:4])=[O:5])=[O:6].[NH3:21]>>[C:7]([CH3:8])([CH3:9])([CH3:10])[c:11]1[cH:12][c:13]([F:20])[c:14]([C:15](=[O:16])[NH2:21])[cH:18][cH:19]1.